describe an organic reaction: reactants, conditions, products, and yield From a dataset of the Open Reaction Database (ORD), a public repository of structured organic reaction records. As a reaction SMILES: [CH2:1]([O:15][C:16]1[CH:21]=[CH:20][CH:19]=[CH:18][C:17]=1[NH:22][C:23]([C:25]1[CH:34]=[CH:33][C:32]2[C:27](=[CH:28][CH:29]=[CH:30][CH:31]=2)[C:26]=1[OH:35])=[O:24])[CH2:2][CH2:3][CH2:4][CH2:5][CH2:6][CH2:7][CH2:8][CH2:9][CH2:10][CH2:11][CH2:12][CH2:13][CH3:14].S(Cl)Cl.[CH2:39]([O:41][C:42]([C:44]1[CH:45]=[C:46]([N:50]2[C:54]([SH:55])=[N:53][N:52]=[N:51]2)[CH:47]=[CH:48][CH:49]=1)=[O:43])[CH3:40].S(Cl)(Cl)(=O)=O>ClCCl>[CH2:1]([O:15][C:16]1[CH:21]=[CH:20][CH:19]=[CH:18][C:17]=1[NH:22][C:23]([C:25]1[CH:34]=[C:33]([S:55][C:54]2[N:50]([C:46]3[CH:47]=[CH:48][CH:49]=[C:44]([C:42]([O:41][CH2:39][CH3:40])=[O:43])[CH:45]=3)[N:51]=[N:52][N:53]=2)[C:32]2[C:27](=[CH:28][CH:29]=[CH:30][CH:31]=2)[C:26]=1[OH:35])=[O:24])[CH2:2][CH2:3][CH2:4][CH2:5][CH2:6][CH2:7][CH2:8][CH2:9][CH2:10][CH2:11][CH2:12][CH2:13][CH3:14]. The solvent is ClCCl (dichloromethane), ClCCl (dichloromethane), ClCCl (dichloromethane). The product is C(CCCCCCCCCCCCC)OC1=C(C=CC=C1)NC(=O)C1=C(C2=CC=CC=C2C(=C1)SC1=NN=NN1C1=CC(=CC=C1)C(=O)OCC)O (2-(2-tetradecyloxyphenyl)carbamoyl-4-[1-(3-ethoxycarbonylphenyl)-5-tetrazolylthio]-1-naphthol). Yield: 77.5%. Reported procedure: 2-(2-Tetradecyloxyphenyl)carbamoyl-1-naphthol (22.8 g) was dissolved in 100 ml of dichloromethane, and a dichloromethane solution of sulphenyl chloride prepared from 25 g of 1-(3-ethoxycarbonylphenyl)-5-mercaptotetrazole and 13.5 g of sulfuryl chloride was added dropwise thereto at room temperature. The resulting dichloromethane solution was stirred for an additional 5 hours, and washed with an aqueous sodium bicarbonate solution and further with water. The dichloromethane was distilled away und... The reactants are S(Cl)Cl (sulphenyl chloride), C(C)OC(=O)C=1C=C(C=CC1)N1N=NN=C1S (1-(3-ethoxycarbonylphenyl)-5-mercaptotetrazole), S(=O)(=O)(Cl)Cl (sulfuryl chloride), C(CCCCCCCCCCCCC)OC1=C(C=CC=C1)NC(=O)C1=C(C2=CC=CC=C2C=C1)O (2-(2-Tetradecyloxyphenyl)carbamoyl-1-naphthol). Reactants: O (water), BrC=1C=C2CN(CC2=CC1)C(=O)NC1=CC=C(C=C1)C(NCCC)=O (5-bromo-N-(4-(propylcarbamoyl)phenyl)isoindoline-2-carboxamide), N1N=C(C=C1)B(O)O (1H-pyrazol-3-ylboronic acid), C([O-])(O)=O.[Na+] (sodium bicarbonate). The reagents and catalysts are Cl[Pd]([P](C1=CC=CC=C1)(C2=CC=CC=C2)C3=CC=CC=C3)([P](C4=CC=CC=C4)(C5=CC=CC=C5)C6=CC=CC=C6)Cl (bis(triphenylphosphine)palladium(II) chloride). Run in CN(C=O)C (dimethylformamide). Conditions: temperature 85 celsius, time 5 minute. The product is C(CC)NC(=O)C1=CC=C(C=C1)NC(=O)N1CC2=CC=C(C=C2C1)C1=NNC=C1 (N-[4-(propylcarbamoyl)phenyl]-5-(1H-pyrazol-3-yl)-1,3-dihydro-2H-isoindole-2-carboxamide). RXN SMILES: Br[C:2]1[CH:3]=[C:4]2[C:8](=[CH:9][CH:10]=1)[CH2:7][N:6]([C:11]([NH:13][C:14]1[CH:19]=[CH:18][C:17]([C:20](=[O:25])[NH:21][CH2:22][CH2:23][CH3:24])=[CH:16][CH:15]=1)=[O:12])[CH2:5]2.[NH:26]1[CH:30]=[CH:29][C:28](B(O)O)=[N:27]1.C(=O)(O)[O-].[Na+].O>CN(C)C=O.Cl[Pd](Cl)([P](C1C=CC=CC=1)(C1C=CC=CC=1)C1C=CC=CC=1)[P](C1C=CC=CC=1)(C1C=CC=CC=1)C1C=CC=CC=1>[CH2:22]([NH:21][C:20]([C:17]1[CH:18]=[CH:19][C:14]([NH:13][C:11]([N:6]2[CH2:5][C:4]3[C:8](=[CH:9][CH:10]=[C:2]([C:30]4[CH:29]=[CH:28][NH:27][N:26]=4)[CH:3]=3)[CH2:7]2)=[O:12])=[CH:15][CH:16]=1)=[O:25])[CH2:23][CH3:24] |f:2.3,^1:47,66|. Reported procedure: In a 4 mL vial, a solution of 5-bromo-N-(4-(propylcarbamoyl)phenyl)isoindoline-2-carboxamide (50 mg, 0.12 mmol) and 1H-pyrazol-3-ylboronic acid (17 mg, 0.15 mmol) in dimethylformamide was treated with saturated aqueous sodium bicarbonate followed by bis(triphenylphosphine)palladium(II) chloride (7 mg). The vial was capped under nitrogen and the reaction heated at 85° C. for 6 hours. The reaction was cooled to ambient temperature and water was added. The resulting suspension was stirred for 5 min... Reactants: C(=O)(OC)C1=C(C=CC=C1)C1=CC=C(CN2C(C=3C(C2=O)=CC=CC3)=O)C=C1 (N-[4-(2-Carbomethoxyphenyl)benzyl]phthalimide), O.NN (Hydrazine hydrate). The solvent is C(C)O (ethanol). The product is C(=O)(OC)C1=C(C=CC=C1)C1=CC=C(CN)C=C1 (4-(2-Carbomethoxyphenyl)benzylamine). The yield is 66.3%. Reaction SMILES: [C:1]([C:5]1[CH:10]=[CH:9][CH:8]=[CH:7][C:6]=1[C:11]1[CH:28]=[CH:27][C:14]([CH2:15][N:16]2C(=O)C3=CC=CC=C3C2=O)=[CH:13][CH:12]=1)([O:3][CH3:4])=[O:2].O.NN>C(O)C>[C:1]([C:5]1[CH:10]=[CH:9][CH:8]=[CH:7][C:6]=1[C:11]1[CH:12]=[CH:13][C:14]([CH2:15][NH2:16])=[CH:27][CH:28]=1)([O:3][CH3:4])=[O:2] |f:1.2|. Procedure: Compound (f) of Example 6 (3.85 g, 0.01 mole) is dissolved in 100 mL of absolute ethanol with warming. Hydrazine hydrate (7.5 mL) is added at once. The solution is heated to reflux for 10 minutes and the reaction mixture sets up. The mixture is cooled to room temperature and filtered. The precipitate is washed with excess hot ethanol. The ethanol fraction is rotovapped to a pale yellow oil. Chromatography on silica gel using methylene chloride/25% methanol as the mobile phase yields 1.6 g (66%) ...